From a dataset of the Open Reaction Database (ORD), a public repository of structured organic reaction records. describe an organic reaction: reactants, conditions, products, and yield Starting materials: C(C)(C)(C)C1=C(OC2CNC2)C=CC=C1 (3-(2-tert-Butylphenoxy)azetidine), C(C)N=C=O (ethyl isocyanate). Solvent: N1=CC=CC=C1 (pyridine). Conditions: time 16 hour. The product is C(C)(C)(C)C1=C(OC2CN(C2)C(=O)NCC)C=CC=C1 (3-(2-tert-Butylphenoxy)-N-ethylazetidine-1-carboxamide). Isolated yield 53.2%. RXN SMILES: [C:1]([C:5]1[CH:15]=[CH:14][CH:13]=[CH:12][C:6]=1[O:7][CH:8]1[CH2:11][NH:10][CH2:9]1)([CH3:4])([CH3:3])[CH3:2].[CH2:16]([N:18]=[C:19]=[O:20])[CH3:17]>N1C=CC=CC=1>[C:1]([C:5]1[CH:15]=[CH:14][CH:13]=[CH:12][C:6]=1[O:7][CH:8]1[CH2:9][N:10]([C:19]([NH:18][CH2:16][CH3:17])=[O:20])[CH2:11]1)([CH3:4])([CH3:2])[CH3:3]. Procedure details: To a stirred solution of 3-(2-tert-Butylphenoxy)azetidine (0.21 g, 1.02 mmol) in pyridine (10 ml) was added ethyl isocyanate (0.078 g, 1.10 mmol) and the mixture was stirred at room temperature for 16 h. The reaction mixture was concentrated under reduced pressure and the resulting residue was partitioned between ethyl acetate and 1N hydrochloric acid. The organic layer was washed with water and saturated sodium chloride, dried (MgSO4), filtered and concentrated under reduced pressure. The resul... The reactants are C(=O)C1=C2N=C3C(=CC=C(C3=NC2=C(C(=C1O)C)O)C(=O)OC)O (6-Formyl-4,7,9-trihydroxy-8-methyl-1-phenazinecarboxylic acid, methyl ester), CN(CCCN)C (3-(dimethylamino)propyl amine). Conditions: time 4.6 minute. The product is CN(CCCNC(=O)C1=CC=C(C2=NC3=C(C(=C(C(=C3N=C12)O)C)O)C=NCCCN(C)C)O)C (N-[3-(dimethylamino)propyl]-6-[[[3-(dimethylamino)propyl]imino]methyl]-4,7,9-trihydroxy-8-methyl-1-phenazinecarboxamide). RXN SMILES: [CH:1]([C:3]1[C:16]([OH:17])=[C:15]([CH3:18])[C:14]([OH:19])=[C:13]2[C:4]=1[N:5]=[C:6]1[C:11](=[N:12]2)[C:10]([C:20]([O:22]C)=O)=[CH:9][CH:8]=[C:7]1[OH:24])=O.[CH3:25][N:26]([CH3:31])[CH2:27][CH2:28][CH2:29][NH2:30]>>[CH3:25][N:26]([CH3:31])[CH2:27][CH2:28][CH2:29][NH:30][C:20]([C:10]1[C:11]2[C:6](=[N:5][C:4]3[C:13]([N:12]=2)=[C:14]([OH:19])[C:15]([CH3:18])=[C:16]([OH:17])[C:3]=3[CH:1]=[N:30][CH2:29][CH2:28][CH2:27][N:26]([CH3:31])[CH3:25])[C:7]([OH:24])=[CH:8][CH:9]=1)=[O:22]. Reported procedure: 6-Formyl-4,7,9-trihydroxy-8-methyl-1-phenazinecarboxylic acid, methyl ester (1.107 g, 3.27 mmol), was stirred with 50 g of 3-(dimethylamino)propyl amine (Aldrich Chemical Company, Milwaukee, Wis., USA) at 60° C. for 1.5 hours. The reaction mixture was then cooled in an ice bath for 20 minutes and the crude imine amide product precipitated from solution. The precipitated solid was collected by filtration and washed with 50 ml of acetonitrile. The retention time for this product, employing the HPL...